From a dataset of the Open Reaction Database (ORD), a public repository of structured organic reaction records. describe an organic reaction: reactants, conditions, products, and yield Starting materials: CC#N (MeCN), O.O.O.[F-].C(CCC)[N+](CCCC)(CCCC)CCCC (Tetrabutylammonium fluoride trihydrate), CC(=O)O (AcOH), COC(CN(CC=1C=C2C=CNC2=CC1)S(=O)(=O)NC(=O)OCC[Si](C)(C)C)=O (N-(2-trimethylsilanyl-ethoxycarbonyl-aminosulfonyl)-N-(1H-indol-5ylmethyl)-glycine methyl ester), Cl. Solvent: Cl (HCl), CCOCC (Et2O), O (water), CS(=O)C (DMSO), O1CCCC1 (tetrahydrofuran). Conditions: temperature 80 celsius, time 16 hour. The product is N1C=CC2=CC(=CC=C12)CN1CC(NS1(=O)=O)=O (5-(1H-indol-5-ylmethyl)-1,1-dioxo-1,2,5-thiadiazolidin-3-one). RXN SMILES: O.O.O.[F-].C([N+](CCCC)(CCCC)CCCC)CCC.CC(O)=O.COC(=O)[CH2:29][N:30]([S:41]([NH:44][C:45]([O:47]CC[Si](C)(C)C)=O)(=[O:43])=[O:42])[CH2:31][C:32]1[CH:33]=[C:34]2[C:38](=[CH:39][CH:40]=1)[NH:37][CH:36]=[CH:35]2.CC#N>O1CCCC1.Cl.CCOCC.O.CS(C)=O>[NH:37]1[C:38]2[C:34](=[CH:33][C:32]([CH2:31][N:30]3[S:41](=[O:43])(=[O:42])[NH:44][C:45](=[O:47])[CH2:29]3)=[CH:40][CH:39]=2)[CH:35]=[CH:36]1 |f:0.1.2.3.4|. Procedure: Tetrabutylammonium fluoride trihydrate (252 mg, 0.80 mmol) and AcOH (0.057 mL, 1.0 mmol) are dissolved in tetrahydrofuran (4 mL) and this is used to dissolve the title A compound, N-(2-trimethylsilanyl-ethoxycarbonyl-aminosulfonyl)-N-(1H-indol-5ylmethyl)-glycine methyl ester (90 mg, 0.20 mmol) in a thick-walled round bottomed flask. This is sealed and stirred in an oil bath at 80° C. for 16 h. The reaction is allowed to cool, then diluted with 1N aqueous HCl (5 mL) and Et2O (25 mL). The organic ... Reactants: CC(Oc1ccc(F)cc1)C(=O)O, C1CCOC1. Product: CC(CO)Oc1ccc(F)cc1. Reaction SMILES: [F:1][c:2]1[cH:3][cH:4][c:5]([O:6][CH:7]([C:8](=[O:9])[OH:10])[CH3:11])[cH:12][cH:13]1.[O:14]1[CH2:15][CH2:16][CH2:17][CH2:18]1>>[F:1][c:2]1[cH:3][cH:4][c:5]([O:6][CH:7]([CH2:8][OH:9])[CH3:11])[cH:12][cH:13]1. Starting materials: Cc1nc2sccn2c(=O)c1-c1ccc(OCC(F)(F)F)cc1, CC[O-], CCO, COc1cccc(C=O)c1OCC1CC1, [Na+]. Product: COc1cccc(C=Cc2nc3sccn3c(=O)c2-c2ccc(OCC(F)(F)F)cc2)c1OCC1CC1. Reaction SMILES: [CH3:1][c:2]1[n:3][c:4]2[n:5]([c:6](=[O:20])[c:7]1-[c:8]1[cH:9][cH:10][c:11]([O:14][CH2:15][C:16]([F:17])([F:18])[F:19])[cH:12][cH:13]1)[cH:21][cH:22][s:23]2.[CH3:40][CH2:41][O-:42].[CH3:43][CH2:44][OH:45].[CH:24]1([CH2:27][O:28][c:29]2[c:30]([CH:31]=[O:32])[cH:33][cH:34][cH:35][c:36]2[O:37][CH3:38])[CH2:25][CH2:26]1.[Na+:39]>>[CH:1]([c:2]1[n:3][c:4]2[n:5]([c:6](=[O:20])[c:7]1-[c:8]1[cH:9][cH:10][c:11]([O:14][CH2:15][C:16]([F:17])([F:18])[F:19])[cH:12][cH:13]1)[cH:21][cH:22][s:23]2)=[CH:31][c:30]1[c:29]([O:28][CH2:27][CH:24]2[CH2:25][CH2:26]2)[c:36]([O:37][CH3:38])[cH:35][cH:34][cH:33]1. Reactants: C(C)(=O)C=1C=C(C=CC1)S(=O)(=O)F (3-acetylbenzenesulfonyl fluoride), C(C)NCC (diethylamine), C(C)NCC (Diethylamine). Solvent: O1CCCC1 (tetrahydrofuran). Yields the product C(C)(=O)C=1C=C(C=CC1)S(=O)(=O)N(CC)CC (3-Acetyl-N,N-diethylbenzenesulfonamide). The yield is 88.1%. As a reaction SMILES: [C:1]([C:4]1[CH:5]=[C:6]([S:10](F)(=[O:12])=[O:11])[CH:7]=[CH:8][CH:9]=1)(=[O:3])[CH3:2].[CH2:14]([NH:16][CH2:17][CH3:18])[CH3:15]>O1CCCC1>[C:1]([C:4]1[CH:5]=[C:6]([S:10]([N:16]([CH2:17][CH3:18])[CH2:14][CH3:15])(=[O:12])=[O:11])[CH:7]=[CH:8][CH:9]=1)(=[O:3])[CH3:2]. Reported procedure: A solution of 40.4 g (0.20 mol) of 3-acetylbenzenesulfonyl fluoride, 32.2 g (0.44 mol) of diethylamine in 200 ml of dry tetrahydrofuran is stirred overnight at 23° C. and then refluxed for two days. Diethylamine (10 ml) is added and the solution refluxed for 24 hours and the solvent removed. The residue is dissolved in CH2Cl2 and the solution washed with 1NHCl and H2O. The CH2Cl2 layer is dried (MgSO4) and the solvent removed to give 45 g (88%) of thick oil. A sample is chromatographed (silica g... The solvent is CN(C=O)C (dimethylform-amide). Procedure details: In accordance with the same procedures as in Example 18, except that to a mixture of 3.3 g of the compound (9.0 mM) prepared in Example 9 and 15 ml of dimethylform-amide, 2.2 ml of 4-fluoro-2-methylaniline(20 mM) was added, 0.65 g of the title compound was prepared. As a reaction SMILES: [Cl:1][C:2]1[N:11]=[C:10]([N:12]2[CH2:21][CH2:20][C:19]3[C:14](=[CH:15][CH:16]=[CH:17][CH:18]=3)[CH:13]2[CH2:22][F:23])[C:9]2[C:4](=[C:5]([O:24][CH3:25])[CH:6]=[CH:7][CH:8]=2)[N:3]=1.[F:26][C:27]1[CH:33]=[CH:32][C:30]([NH2:31])=[C:29]([CH3:34])[CH:28]=1>CN(C)C=O>[ClH:1].[F:26][C:27]1[CH:33]=[CH:32][C:30]([NH:31][C:2]2[N:11]=[C:10]([N:12]3[CH2:21][CH2:20][C:19]4[C:14](=[CH:15][CH:16]=[CH:17][CH:18]=4)[CH:13]3[CH2:22][F:23])[C:9]3[C:4](=[C:5]([O:24][CH3:25])[CH:6]=[CH:7][CH:8]=3)[N:3]=2)=[C:29]([CH3:34])[CH:28]=1 |f:3.4|. The product is Cl.FC1=CC(=C(C=C1)NC1=NC2=C(C=CC=C2C(=N1)N1C(C2=CC=CC=C2CC1)CF)OC)C (2-(4-Fluoro-2-Methylphenyl-Amino)-8-Methoxy-4-(1-Fluoromethyl-1,2,3,4-Tetrahydroisoquinoline-2-Yl)Quinazoline Hydrochloride). Reactants: ClC1=NC2=C(C=CC=C2C(=N1)N1C(C2=CC=CC=C2CC1)CF)OC (2-Chloro-8-Methoxy-4- (1-Fluoromethyl-1,2,3,4-Tetrahydroisoquinoline-2-Yl ) Quinazoline), FC1=CC(=C(N)C=C1)C (4-fluoro-2-methylaniline). The yield is 15.0%. Starting materials: O1COC2=C1C=CC(=C2)C(CS[C@@H]2[C@H](N(C2=O)C2=CC=C(C=C2)F)C2=CC=C(OCC(=O)NCC(=O)N[C@H](CCCCN)C(=O)O)C=C2)O (N-({4-[(2R,3R)-3-{[2-(1,3-benzodioxol-5-yl)-2-hydroxyethyl]thio}-1-(4-fluorophenyl)-4-oxoazetidin-2-yl]phenoxy}acetyl)glycyl-D-lysine), [BH4-].[Na+] (NaBH4), CO (methanol). Product: O1COC2=C1C=CC(=C2)C(CS[C@@H]2[C@H](N(C2=O)C2=CC=C(C=C2)F)C2=CC=C(OCC(=O)O)C=C2)O ({4-[(2R,3R)-3-{[2-(1,3-Benzodioxol-5-yl)-2-hydroxyethyl]thio}-1-(4-fluorophenyl)-4-oxoazetidin-2-yl]phenoxy}acetic Acid). RXN SMILES: [O:1]1[C:5]2[CH:6]=[CH:7][C:8]([CH:10]([OH:49])[CH2:11][S:12][C@H:13]3[C:16](=[O:17])[N:15]([C:18]4[CH:23]=[CH:22][C:21]([F:24])=[CH:20][CH:19]=4)[C@@H:14]3[C:25]3[CH:48]=[CH:47][C:28]([O:29][CH2:30][C:31](NCC(N[C@@H](C(O)=O)CCCCN)=O)=[O:32])=[CH:27][CH:26]=3)=[CH:9][C:4]=2[O:3][CH2:2]1.[BH4-].[Na+].C[OH:53]>>[O:1]1[C:5]2[CH:6]=[CH:7][C:8]([CH:10]([OH:49])[CH2:11][S:12][C@H:13]3[C:16](=[O:17])[N:15]([C:18]4[CH:19]=[CH:20][C:21]([F:24])=[CH:22][CH:23]=4)[C@@H:14]3[C:25]3[CH:48]=[CH:47][C:28]([O:29][CH2:30][C:31]([OH:32])=[O:53])=[CH:27][CH:26]=3)=[CH:9][C:4]=2[O:3][CH2:2]1 |f:1.2|. Reported procedure: To a solution of {4-[(2R,3R)-3-{[2-(1,3-Benzodioxol-5-yl)-2-oxoethyl]thio}-1-(4-fluorophenyl)-4-oxoazetidin-2-yl]phenoxy}acetic acid (Method 7) (0.010 g, 0.020 mmol) in methanol (2 ml) was added NaBH4 (0.010 g, 0.265 mmol). After 15 min the reaction was quenched by the addition of an aqueous solution of hydrochloric acid (1M, 1 ml) and most of the methanol was removed under reduced pressure. The remaining solution was purified by preparative HPLC using a gradient of 20-60% MeCN in a 0.1M ammoniu... Starting materials: COC1=CC=C(OC2=CC=C(C=C2)C(C)=O)C=C1 (1-[4-(4-methoxy-phenoxy)-phenyl]-ethanone), N (ammonia), [H][H] (hydrogen). The reagents and catalysts are [Ni] (Raney nickel), [Ni] (Raney nickel). Conditions: temperature 50 celsius, time 6 hour. The product is COC1=CC=C(OC2=CC=C(C=C2)C(C)N)C=C1 (1-[4-(4-methoxy-phenoxy)-phenyl]-ethylamine). As a reaction SMILES: [CH3:1][O:2][C:3]1[CH:18]=[CH:17][C:6]([O:7][C:8]2[CH:13]=[CH:12][C:11]([C:14](=O)[CH3:15])=[CH:10][CH:9]=2)=[CH:5][CH:4]=1.[H][H].[NH3:21]>[Ni]>[CH3:1][O:2][C:3]1[CH:18]=[CH:17][C:6]([O:7][C:8]2[CH:13]=[CH:12][C:11]([CH:14]([NH2:21])[CH3:15])=[CH:10][CH:9]=2)=[CH:5][CH:4]=1. Procedure details: 78 mg (0.32 mmol) of 1-[4-(4-methoxy-phenoxy)-phenyl]-ethanone were dissolved in 10 ml of 7M methanolic ammonia and combined with 50 mg of Raney nickel. The mixture was shaken for 6 h at 50° C. and 3 bar hydrogen pressure. Raney nickel was added twice more and hydrogenation was continued for 2 h and 6 h under the same conditions. The catalyst was removed by suction filtering and the residue was evaporated down. The reactants are [OH-].[Na+] (NaOH), C(C)OC(=O)C=1C=CC=C2C1C(NC1=NC=CC(=C21)NC2=CC=C(C=C2)NC(C2=CC=CC=C2)=O)=O (1-[4-Benzoylamino-phenylamino)-6-oxo-5,6-dihydro-benzo[c][1,8]naphthyridin-7-carboxylic acid ethyl ester). Solvent: C1CCOC1 (THF). Conditions: time 8 hour. Yields the product C(C1=CC=CC=C1)(=O)NC1=CC=C(C=C1)NC1=C2C=3C(C(NC2=NC=C1)=O)=C(C=CC3)C(=O)O (1-[4-Benzoylamino-phenylamino)-6-oxo-5,6-dihydro-benzo[c][1,8]naphthyridin-7-carboxylic acid). Isolated yield 9.0%. As a reaction SMILES: [OH-].[Na+].C([O:5][C:6]([C:8]1[CH:9]=[CH:10][CH:11]=[C:12]2[C:21]3[C:16](=[N:17][CH:18]=[CH:19][C:20]=3[NH:22][C:23]3[CH:28]=[CH:27][C:26]([NH:29][C:30](=[O:37])[C:31]4[CH:36]=[CH:35][CH:34]=[CH:33][CH:32]=4)=[CH:25][CH:24]=3)[NH:15][C:14](=[O:38])[C:13]=12)=[O:7])C>C1COCC1>[C:30]([NH:29][C:26]1[CH:25]=[CH:24][C:23]([NH:22][C:20]2[CH:19]=[CH:18][N:17]=[C:16]3[C:21]=2[C:12]2[C:13](=[C:8]([C:6]([OH:7])=[O:5])[CH:9]=[CH:10][CH:11]=2)[C:14](=[O:38])[NH:15]3)=[CH:28][CH:27]=1)(=[O:37])[C:31]1[CH:32]=[CH:33][CH:34]=[CH:35][CH:36]=1 |f:0.1|. Procedure details: NaOH (4.2 mL, 1.00 M, 4.18 mmol) was added to a suspension of 423 (200 mg, 0.42 mmol) in THF (5 mL), and stirred overnight at room temperature. The crude reaction mixture was purified directly via HP-LC to provide 434 (17 mg) as a solid. LC-MS (M+H=451, obsd.=451). 1H NMR (400 MHz, DMSO-d6): δ 6.93 (d, 1H), 7.20 (d, 2H), 7.54 (m, 3H), 7.76 (m, 2H), 7.78 (d, 1H), 7.97 (d, 1H), 8.10 (d, 1H), 8.27 (s, 1H), 8.85 (d, 1H), 9.18 (s, 1H), 10.27 (s, 1H).